Dataset: the Open Reaction Database (ORD), a public repository of structured organic reaction records. Task: describe an organic reaction: reactants, conditions, products, and yield The product is Cn1c(NC(=O)C2CC2)nc2ccc(Oc3cccc(NC(=O)OC(C)(C)C)c3)cc21. As a reaction SMILES: [CH3:33][N:34]([CH3:35])[c:36]1[cH:37][cH:38][n:39][cH:40][cH:41]1.[CH:27]1([C:30](=[O:31])[Cl:32])[CH2:28][CH2:29]1.[NH2:1][c:2]1[n:3][c:4]2[c:5]([n:6]1[CH3:7])[cH:8][c:9]([O:12][c:13]1[cH:14][c:15]([NH:19][C:20]([O:21][C:22]([CH3:23])([CH3:24])[CH3:25])=[O:26])[cH:16][cH:17][cH:18]1)[cH:10][cH:11]2.[cH:42]1[cH:43][cH:44][n:45][cH:46][cH:47]1>>[NH:1]([c:2]1[n:3][c:4]2[c:5]([n:6]1[CH3:7])[cH:8][c:9]([O:12][c:13]1[cH:14][c:15]([NH:19][C:20]([O:21][C:22]([CH3:23])([CH3:24])[CH3:25])=[O:26])[cH:16][cH:17][cH:18]1)[cH:10][cH:11]2)[C:30]([CH:27]1[CH2:28][CH2:29]1)=[O:31]. Reactants: CN(C)c1ccncc1, O=C(Cl)C1CC1, Cn1c(N)nc2ccc(Oc3cccc(NC(=O)OC(C)(C)C)c3)cc21, c1ccncc1. Starting materials: C(C1=CC=CC=C1)ON1[C@@H]2CC[C@H](N(C1=O)C2)C(=O)N[C@@H]2CN(CC2)C(=O)OC(C)(C)C (tert-butyl (3S)-3-({[(2S,5R)-6-(benzyloxy)-7-oxo-1,6-diazabicyclo[3.2.1]oct-2-yl]carbonyl}amino)pyrrolidine-1-carboxylate). The reagents and catalysts are [Pd] (Palladium on carbon). The solvent is CO (methanol). Run at time 1 hour. Yields the product ON1[C@@H]2CC[C@H](N(C1=O)C2)C(=O)N[C@@H]2CN(CC2)C(=O)OC(C)(C)C (tert-butyl (3S)-3-({[(2S,5R)-6-hydroxy-7-oxo-1,6-diazabicyclo[3.2.1]oct-2-yl]carbonyl}amino)pyrrolidine-1-carboxylate). RXN SMILES: C([O:8][N:9]1[C:15](=[O:16])[N:14]2[CH2:17][C@H:10]1[CH2:11][CH2:12][C@H:13]2[C:18]([NH:20][C@H:21]1[CH2:25][CH2:24][N:23]([C:26]([O:28][C:29]([CH3:32])([CH3:31])[CH3:30])=[O:27])[CH2:22]1)=[O:19])C1C=CC=CC=1>[Pd].CO>[OH:8][N:9]1[C:15](=[O:16])[N:14]2[CH2:17][C@H:10]1[CH2:11][CH2:12][C@H:13]2[C:18]([NH:20][C@H:21]1[CH2:25][CH2:24][N:23]([C:26]([O:28][C:29]([CH3:32])([CH3:31])[CH3:30])=[O:27])[CH2:22]1)=[O:19]. Procedure details: Palladium on carbon (335 mg; 10% Pd/C) was added to a solution of the product of Step 1 (1.4 g, 3.15 mmol) in methanol (30 mL) and the resulting mixture was stirred under hydrogen (balloon) for 1 hour. LC-MS analysis showed the reaction was complete. The reaction mixture was filtered and the filtrate was concentrated under vacuum to afford the title compound as an oil which was used without purification in the next step. The reactants are ClC=1N=C(C2=C(N1)CC(S2)(I)C=2C=C(C=CC2)NC(C)=O)N2CCOCC2 (N-(3-(2-chloro-6-iodo-4-morpholinothieno[3,2-d]pyrimidine-6-yl)phenyl)acetamide), C([O-])([O-])=O.[Cs+].[Cs+] (cesium carbonate), IC (iodomethane). Solvent: C(C)(=O)OCC (ethyl acetate), CN(C)C=O (DMF). Reaction conditions: time 2 hour. Product: ClC=1N=C(C2=C(N1)CC(S2)(I)C=2C=C(C=CC2)N(C(C)=O)C)N2CCOCC2 (N-(3-(2-chloro-6-iodo-4-morpholinothieno[3,2-d]pyrimidine-6-yl)phenyl)-N-methylacetamide). Reaction SMILES: [Cl:1][C:2]1[N:3]=[C:4]([N:22]2[CH2:27][CH2:26][O:25][CH2:24][CH2:23]2)[C:5]2[S:10][C:9]([C:12]3[CH:13]=[C:14]([NH:18][C:19](=[O:21])[CH3:20])[CH:15]=[CH:16][CH:17]=3)([I:11])[CH2:8][C:6]=2[N:7]=1.[C:28](=O)([O-])[O-].[Cs+].[Cs+].IC>CN(C=O)C.C(OCC)(=O)C>[Cl:1][C:2]1[N:3]=[C:4]([N:22]2[CH2:27][CH2:26][O:25][CH2:24][CH2:23]2)[C:5]2[S:10][C:9]([C:12]3[CH:13]=[C:14]([N:18]([CH3:28])[C:19](=[O:21])[CH3:20])[CH:15]=[CH:16][CH:17]=3)([I:11])[CH2:8][C:6]=2[N:7]=1 |f:1.2.3|. Procedure: To a solution of 60 mg of N-(3-(2-chloro-6-iodo-4-morpholinothieno[3,2-d]pyrimidine-6-yl)phenyl)acetamide and 78 mg of cesium carbonate in DMF was added 12 uL of iodomethane. The reaction mixture was stirred for 2 h at room temperature. The mixture was diluted with ethyl acetate, washed with H2O. The organic layer was dried over (MgSO4) and evaporated to yield N-(3-(2-chloro-6-iodo-4-morpholinothieno[3,2-d]pyrimidine-6-yl)phenyl)-N-methylacetamide. Starting materials: FC(C(F)(F)F)(F)P(OCC#C)(=O)C(C(F)(F)F)(F)F (Propargyl bis(pentafluoroethyl)phosphinate), C(CCCCCCC)N(CCCCCCCC)CCCCCCCC (trioctylamine). Yields the product FC(C(F)(F)F)(F)P([O-])(=O)C(C(F)(F)F)(F)F.C(CCCCCCC)[N+](CC#C)(CCCCCCCC)CCCCCCCC (Trioctylpropargylammonium bis(pentafluoroethyl)phosphinate), [(C8H17)3—NCH2C≡CH][(C2F5)2P(O)O]. Yield: 91.0%. As a reaction SMILES: [F:1][C:2]([P:8]([C:14]([F:20])([F:19])[C:15]([F:18])([F:17])[F:16])(=[O:13])[O:9][CH2:10][C:11]#[CH:12])([F:7])[C:3]([F:6])([F:5])[F:4].[CH2:21]([N:29]([CH2:38][CH2:39][CH2:40][CH2:41][CH2:42][CH2:43][CH2:44][CH3:45])[CH2:30][CH2:31][CH2:32][CH2:33][CH2:34][CH2:35][CH2:36][CH3:37])[CH2:22][CH2:23][CH2:24][CH2:25][CH2:26][CH2:27][CH3:28]>>[F:7][C:2]([P:8]([C:14]([F:19])([F:20])[C:15]([F:18])([F:17])[F:16])(=[O:9])[O-:13])([F:1])[C:3]([F:6])([F:5])[F:4].[CH2:38]([N+:29]([CH2:21][CH2:22][CH2:23][CH2:24][CH2:25][CH2:26][CH2:27][CH3:28])([CH2:30][CH2:31][CH2:32][CH2:33][CH2:34][CH2:35][CH2:36][CH3:37])[CH2:12][C:11]#[CH:10])[CH2:39][CH2:40][CH2:41][CH2:42][CH2:43][CH2:44][CH3:45] |f:2.3|. Procedure: Propargyl bis(pentafluoroethyl)phosphinate (4.131 g; 12.1 mmol) is slowly added dropwise to cooled (0° C.) trioctylamine (4.333 g; 12.3 mmol) in a 100 ml glass flask. An orange, more highly viscous solution forms spontaneously, which is warmed to room temperature. The readily volatile constituents are removed in vacuo (10−3 mbar) at room temperature to 120° C. Trioctylpropargylammonium bis(pentafluoroethyl)phosphinate, [(C8H17)3—NCH2C≡CH][(C2F5)2P(O)O], (7.646 g; 11.0 mmol) is isolated as pale-o... The reactants are FC=1C=CC(=C(C1)CO)CCC1=CC=C(C=C1)OC ({5-fluoro-2-[2-(4-methoxyphenyl)ethyl]phenyl}methanol), [Br-].C1(=CC=CC=C1)[PH+](C1=CC=CC=C1)C1=CC=CC=C1 (triphenylphosphonium bromide). Solvent: C(C)#N (acetonitrile). Product: [Br-].FC=1C=CC(=C(C[P+](C2=CC=CC=C2)(C2=CC=CC=C2)C2=CC=CC=C2)C1)CCC1=CC=C(C=C1)OC ({5-Fluoro-2-[2-(4-methoxyphenyl)ethyl]benzyl}triphenylphosphonium bromide). Reaction SMILES: [F:1][C:2]1[CH:3]=[CH:4][C:5]([CH2:10][CH2:11][C:12]2[CH:17]=[CH:16][C:15]([O:18][CH3:19])=[CH:14][CH:13]=2)=[C:6]([CH2:8]O)[CH:7]=1.[Br-:20].[C:21]1([PH+:27]([C:34]2[CH:39]=[CH:38][CH:37]=[CH:36][CH:35]=2)[C:28]2[CH:33]=[CH:32][CH:31]=[CH:30][CH:29]=2)[CH:26]=[CH:25][CH:24]=[CH:23][CH:22]=1>C(#N)C>[Br-:20].[F:1][C:2]1[CH:3]=[CH:4][C:5]([CH2:10][CH2:11][C:12]2[CH:17]=[CH:16][C:15]([O:18][CH3:19])=[CH:14][CH:13]=2)=[C:6]([CH:7]=1)[CH2:8][P+:27]([C:28]1[CH:29]=[CH:30][CH:31]=[CH:32][CH:33]=1)([C:34]1[CH:39]=[CH:38][CH:37]=[CH:36][CH:35]=1)[C:21]1[CH:22]=[CH:23][CH:24]=[CH:25][CH:26]=1 |f:1.2,4.5|. Reported procedure: A solution of 5.95 g (22.86 mmol) of {5-fluoro-2-[2-(4-methoxyphenyl)ethyl]phenyl}methanol in 130 ml of acetonitrile is mixed with 7.45 g (21.71 mmol) of triphenylphosphonium bromide and heated under reflux for 3 hours. The reaction solution is then concentrated to dryness, and the resulting oil is triturated in diethyl ether. The product crystallizes as a white solid during this. After filtration, the solid is dried in a drying oven at 50° C. overnight. 11.5 g (77% of theory) of the title compo...